This data is from the Open Reaction Database (ORD), a public repository of structured organic reaction records. The task is: describe an organic reaction: reactants, conditions, products, and yield The reactants are C(C)#N (acetonitrile), C(C)(=O)OC(C1([C@H]2SC=C(N2C1=O)C(=O)OCC1=CC=C(C=C1)[N+](=O)[O-])Br)C1=NN2C(N=C(C3=C2CCC3)C)=N1 (4-nitrobenzyl (5R)-6-[(acetyloxy)(5-methyl-7,8-dihydro-6H-cyclopenta[e][1,2,4]triazolo[1,5-a]pyrimidin-2-yl)methyl]-6-bromo-7-oxo-4-thia-1-azabicyclo[3.2.0]hept-2-ene-2-carboxylate), P(=O)([O-])([O-])[O-] (phosphate). Reagents/catalysts: [Pd] (Pd/C). The solvent is C1CCOC1 (THF). Conditions: temperature 3 celsius. The product is CC1=NC=2N(C3=C1CCC3)N=C(N2)\C=C\2/[C@H]3SC=C(N3C2=O)C(=O)O ((5R,6Z)-6-[(5-methyl-7,8-dihydro-6H-cyclopenta[e][1,2,4]triazolo[1,5-a]pyrimidin-2-yl)methylene]-7-oxo-4-thia-1-azabicyclo[3.2.0]hept-2-ene-2-carboxylic acid). Reaction SMILES: C(O[CH:5]([C:28]1[N:40]=[C:31]2[N:32]=[C:33]([CH3:39])[C:34]3[CH2:38][CH2:37][CH2:36][C:35]=3[N:30]2[N:29]=1)[C:6]1(Br)[C:12](=[O:13])[N:11]2[C@@H:7]1[S:8][CH:9]=[C:10]2[C:14]([O:16]CC1C=CC([N+]([O-])=O)=CC=1)=[O:15])(=O)C.C(#N)C.P([O-])([O-])([O-])=O>C1COCC1.[Pd]>[CH3:39][C:33]1[C:34]2[CH2:38][CH2:37][CH2:36][C:35]=2[N:30]2[N:29]=[C:28](/[CH:5]=[C:6]3\[C@@H:7]4[N:11]([C:12]\3=[O:13])[C:10]([C:14]([OH:16])=[O:15])=[CH:9][S:8]4)[N:40]=[C:31]2[N:32]=1. Reported procedure: 4-nitrobenzyl (5R)-6-[(acetyloxy)(5-methyl-7,8-dihydro-6H-cyclopenta[e][1,2,4]triazolo[1,5-a]pyrimidin-2-yl)methyl]-6-bromo-7-oxo-4-thia-1-azabicyclo[3.2.0]hept-2-ene-2-carboxylate (200 mg, 0.31 mmol) was dissolved in THF (20 mL) and acetonitrile (20 mL) and phosphate buffer (6.5 pH) (20 ml) and hydrogenated over Pd/C (10%) (200 mg) under 40 psi pressure. At the end, reaction mixture was filtered, cooled to 3° C., and 0.1 N NaOH was added to adjust the pH to 8.5. The filtrate was washed with eth... Starting materials: CC(=O)O[BH-](OC(C)=O)OC(C)=O, CC(=O)O, ClCCl, O=Cc1ccccc1OCCCN1CCCCC1, Nc1ccccn1, [Na+], [Na+], [OH-]. Product: c1ccc(NCc2ccccc2OCCCN2CCCCC2)nc1. As a reaction SMILES: [C:26]([O:27][BH-:28]([O:29][C:30](=[O:31])[CH3:32])[O:33][C:34](=[O:35])[CH3:36])(=[O:37])[CH3:38].[CH3:45][C:46](=[O:47])[OH:48].[Cl:42][CH2:43][Cl:44].[N:1]1([CH2:7][CH2:8][CH2:9][O:10][c:11]2[c:12]([CH:13]=[O:14])[cH:15][cH:16][cH:17][cH:18]2)[CH2:2][CH2:3][CH2:4][CH2:5][CH2:6]1.[NH2:19][c:20]1[n:21][cH:22][cH:23][cH:24][cH:25]1.[Na+:39].[Na+:41].[OH-:40]>>[N:1]1([CH2:7][CH2:8][CH2:9][O:10][c:11]2[c:12]([CH2:13][NH:19][c:20]3[n:21][cH:22][cH:23][cH:24][cH:25]3)[cH:15][cH:16][cH:17][cH:18]2)[CH2:2][CH2:3][CH2:4][CH2:5][CH2:6]1. Reactants: C(#C)C1=C(C=C(C(=O)N)C=C1)[N+](=O)[O-] (4-Ethynyl-3-nitrobenzamide), ClC(=O)OC (methyl chloroformate), Cl (hydrochloric acid), [H-].[Na+] (sodium hydride). Run in O1CCCC1 (tetrahydrofuran). Reaction conditions: temperature -10 celsius. Product: COC(=O)NC(C1=CC(=C(C=C1)C#C)[N+](=O)[O-])=O (N-methoxycarbonyl-4-ethynyl-3-nitrobenzamide). The yield is 40.8%. As a reaction SMILES: [C:1]([C:3]1[CH:11]=[CH:10][C:6]([C:7]([NH2:9])=[O:8])=[CH:5][C:4]=1[N+:12]([O-:14])=[O:13])#[CH:2].Cl[C:16]([O:18][CH3:19])=[O:17].[H-].[Na+].Cl>O1CCCC1>[CH3:19][O:18][C:16]([NH:9][C:7](=[O:8])[C:6]1[CH:10]=[CH:11][C:3]([C:1]#[CH:2])=[C:4]([N+:12]([O-:14])=[O:13])[CH:5]=1)=[O:17] |f:2.3|. Reported procedure: 3 g (0.016 mol) 4-Ethynyl-3-nitrobenzamide (Compound I-1), 45 ml tetrahydrofuran and 6 ml methyl chloroformate were added into a 100 ml four-neck reactor flask, stirred to dissolve and cooled to −10° C., and 7.5 g sodium hydride was added and maintained at about 0° C. for 30 minutes. After the completion of the reaction, the reaction mixture was poured into crushed ice and the pH was adjusted to acidic with hydrochloric acid, and then extracted with 200 ml ethyl acetate. The organic layer was wa... The reactants are C(C)OC(CN1N=CC=2C(CCCC12)NS(=O)(=O)C1=CC(=CC(=C1)C(F)(F)F)F)=O ([4-(3-Fluoro-5-trifluoromethyl-benzenesulfonylamino)-4,5,6,7-tetrahydro-indazol-1-yl]-acetic acid ethyl ester), [H-].[Na+] (sodium hydride), C(C)O (ethanol), Cl (hydrochloric acid). The solvent is CN(C=O)C (N,N-dimethylformamide). Conditions: temperature 150 celsius. The product is C(C)OC(CN1N=CC=2C(CCCC12)NS(=O)(=O)C1=CC(=CC(=C1)C(F)(F)F)OCC)=O ([4-(3-ethoxy-5-trifluoromethyl-benzenesulfonylamino)-4,5,6,7-tetrahydro-indazol-1-yl]-acetic acid ethyl ester). The yield is 78.0%. Reaction SMILES: [CH2:1]([O:3][C:4](=[O:30])[CH2:5][N:6]1[C:14]2[CH2:13][CH2:12][CH2:11][CH:10]([NH:15][S:16]([C:19]3[CH:24]=[C:23]([C:25]([F:28])([F:27])[F:26])[CH:22]=[C:21](F)[CH:20]=3)(=[O:18])=[O:17])[C:9]=2[CH:8]=[N:7]1)[CH3:2].[H-].[Na+].[CH2:33]([OH:35])[CH3:34].Cl>CN(C)C=O>[CH2:1]([O:3][C:4](=[O:30])[CH2:5][N:6]1[C:14]2[CH2:13][CH2:12][CH2:11][CH:10]([NH:15][S:16]([C:19]3[CH:24]=[C:23]([C:25]([F:28])([F:26])[F:27])[CH:22]=[C:21]([O:35][CH2:33][CH3:34])[CH:20]=3)(=[O:18])=[O:17])[C:9]=2[CH:8]=[N:7]1)[CH3:2] |f:1.2|. Procedure details: [4-(3-Fluoro-5-trifluoromethyl-benzenesulfonylamino)-4,5,6,7-tetrahydro-indazol-1-yl]-acetic acid ethyl ester (prepared by the method analogous to example 1-1, 200 mg, 0.44 mmol), sodium hydride (60% dispersed in mineral oil, 89 mg, 2.22 mmol) and ethanol (202 mg, 4.4 mmol) were dissolved in N,N-dimethylformamide (2 mL). The mixture was heated in a microwave oven at 150° C. for 40 minutes. The resulting mixture was acidified with 0.1N hydrochloric acid to pH 5 and extracted with ethyl acetate. T...